From a dataset of the Open Reaction Database (ORD), a public repository of structured organic reaction records. describe an organic reaction: reactants, conditions, products, and yield The reactants are O=C([O-])[O-], Cc1cccc(C)c1N, [K+], [K+], O=C(Cl)c1ccc([N+](=O)[O-])cc1, C1CCOC1. The product is Cc1cccc(C)c1NC(=O)c1ccc([N+](=O)[O-])cc1. Reaction SMILES: [C:10](=[O:11])([O-:12])[O-:13].[CH3:1][c:2]1[c:3]([NH2:4])[c:5]([CH3:9])[cH:6][cH:7][cH:8]1.[K+:14].[K+:15].[N+:16](=[O:17])([O-:18])[c:19]1[cH:20][cH:21][c:22]([C:23](=[O:24])[Cl:25])[cH:26][cH:27]1.[O:28]1[CH2:29][CH2:30][CH2:31][CH2:32]1>>[CH3:1][c:2]1[c:3]([NH:4][C:23]([c:22]2[cH:21][cH:20][c:19]([N+:16](=[O:17])[O-:18])[cH:27][cH:26]2)=[O:24])[c:5]([CH3:9])[cH:6][cH:7][cH:8]1. Starting materials: [Br-] (bromide), ClC(C=CCCCCCCCCCBr)(F)F (12-chloro-12,12-difluoro-10-dodecenyl bromide), ClC1=CC=C(C=C1)O (4-chlorophenol), C1CCC2=NCCCN2CC1 (DBU), C1CCC2=NCCCN2CC1 (DBU). The solvent is O (water), CCCCCCC (heptane). Yields the product ClC1=CC=C(C=C1)OCCCCCCCCCC=CC(F)(F)Cl (12-chloro-12,12-difluoro-10-dodecenyl 4-chlorophenyl ether). The yield is 30.7%. As a reaction SMILES: [Cl:1][C:2]([F:16])([F:15])[CH:3]=[CH:4][CH2:5][CH2:6][CH2:7][CH2:8][CH2:9][CH2:10][CH2:11][CH2:12][CH2:13]Br.[Cl:17][C:18]1[CH:23]=[CH:22][C:21]([OH:24])=[CH:20][CH:19]=1.C1CCN2C(=NCCC2)CC1.[Br-]>O.CCCCCCC>[Cl:17][C:18]1[CH:23]=[CH:22][C:21]([O:24][CH2:13][CH2:12][CH2:11][CH2:10][CH2:9][CH2:8][CH2:7][CH2:6][CH2:5][CH:4]=[CH:3][C:2]([Cl:1])([F:16])[F:15])=[CH:20][CH:19]=1. Procedure details: A mixture of 1.6 grams (0.005 mole) of 12-chloro-12,12-difluoro-10-dodecenyl bromide and 0.65 gram (0.005 mole) of 4-chlorophenol was stirred, and 0.75 ml (0.005 mole) of DBU was added dropwise. Upon completion of addition, the reaction mixture was stirred at ambient temperature for 18 hours. Gas chromatographic analysis of the reaction mixture indicated the presence of the bromide starting material. An additional 0.5 ml of DBU was added, and the reaction mixture was stirred for 18 hours more. A... The reactants are C1(CCCCC1)CNC1=CC=C(C=C1)C1=CC=C(C=C1)CC=1N(C=C(N1)C1=C(C=C(C=C1)Cl)Cl)C=1C=C(C=CC1)N1CC(NS1(=O)=O)=O (5-{3-[2-[4′-(Cyclohexylmethyl-amino)-biphenyl-4-ylmethyl]-4-(2,4-dichloro-phenyl)-imidazol-1-yl]-phenyl}-[1,2,5]thiadiazolidin-3-one-1,1-dioxide), C(C)=O (acetaldehyde). The product is C1(CCCCC1)CN(C1=CC=C(C=C1)C1=CC=C(C=C1)CC=1N(C=C(N1)C1=C(C=C(C=C1)Cl)Cl)C=1C=C(C=CC1)N1CC(NS1(=O)=O)=O)CC (5-{3-[2-[4′-(cyclohexylmethyl-ethyl-amino)-biphenyl-4-ylmethyl]-4-(2,4-dichloro-phenyl)-imidazol-1-yl]-phenyl}-1,2,5-thiadiazolidine-3-one-1,1-dioxide). As a reaction SMILES: [CH:1]1([CH2:7][NH:8][C:9]2[CH:14]=[CH:13][C:12]([C:15]3[CH:20]=[CH:19][C:18]([CH2:21][C:22]4[N:23]([C:35]5[CH:36]=[C:37]([N:41]6[S:45](=[O:47])(=[O:46])[NH:44][C:43](=[O:48])[CH2:42]6)[CH:38]=[CH:39][CH:40]=5)[CH:24]=[C:25]([C:27]5[CH:32]=[CH:31][C:30]([Cl:33])=[CH:29][C:28]=5[Cl:34])[N:26]=4)=[CH:17][CH:16]=3)=[CH:11][CH:10]=2)[CH2:6][CH2:5][CH2:4][CH2:3][CH2:2]1.[CH:49](=O)[CH3:50]>>[CH:1]1([CH2:7][N:8]([CH2:49][CH3:50])[C:9]2[CH:10]=[CH:11][C:12]([C:15]3[CH:16]=[CH:17][C:18]([CH2:21][C:22]4[N:23]([C:35]5[CH:36]=[C:37]([N:41]6[S:45](=[O:47])(=[O:46])[NH:44][C:43](=[O:48])[CH2:42]6)[CH:38]=[CH:39][CH:40]=5)[CH:24]=[C:25]([C:27]5[CH:32]=[CH:31][C:30]([Cl:33])=[CH:29][C:28]=5[Cl:34])[N:26]=4)=[CH:19][CH:20]=3)=[CH:13][CH:14]=2)[CH2:6][CH2:5][CH2:4][CH2:3][CH2:2]1. Procedure details: 5-{3-[2-[4′-(Cyclohexylmethyl-amino)-biphenyl-4-ylmethyl]-4-(2,4-dichloro-phenyl)-imidazol-1-yl]-phenyl}-[1,2,5]thiadiazolidin-3-one-1,1-dioxide (7 mg, 0.01 mmol) was reacted with acetaldehyde (2 mg, 0.04 mmol) following general procedure X to give 5-{3-[2-[4′-(cyclohexylmethyl-ethyl-amino)-biphenyl-4-ylmethyl]-4-(2,4-dichloro-phenyl)-imidazol-1-yl]-phenyl}-1,2,5-thiadiazolidine-3-one-1,1-dioxide. The reactants are ClC1=CC(=C(C=C1)C1(CCN(CC1)C(=O)OC(C)(C)C)C(=O)OCC)C#CC(OCC)(OCC)OCC (1-tert-butyl ethyl 4-(4-chloro-2-(3,3,3-triethoxyprop-1-ynyl)phenyl)piperidine-1,4-dicarboxylate), O.C1(=CC=C(C=C1)S(=O)(=O)O)C (p-toluenesulfonic acid monohydrate), BrC1=C(C=C(C=C1)Cl)C#CC(OCC)(OCC)OCC (1-bromo-4-chloro-2-(3,3,3-triethoxyprop-1-ynyl)benzene), [Pd(PtBu3)Br]2, ClC1=CC(=C(C=C1)C1(CCN(CC1)C(=O)OC(C)(C)C)C(=O)OCC)C#CC(OCC)(OCC)OCC (1-tert-butyl ethyl 4-(4-chloro-2-(3,3,3-triethoxyprop-1-ynyl)phenyl)piperidine-1,4-dicarboxylate). Run in CCO (EtOH), O (water), CCOC(=O)C (EtOAc). Reaction conditions: temperature 50 celsius, time 90 minute. The product is ClC1=CC(=C(C=C1)C1(CCN(CC1)C(=O)OC(C)(C)C)C(=O)OCC)C#CC(=O)OCC (1-tert-butyl ethyl 4-(4-chloro-2-(3-ethoxy-3-oxoprop-1-ynyl)phenyl)piperidine-1,4-dicarboxylate). As a reaction SMILES: BrC1C=CC(Cl)=CC=1C#CC(OCC)(OCC)OCC.[Cl:21][C:22]1[CH:27]=[CH:26][C:25]([C:28]2([C:41]([O:43][CH2:44][CH3:45])=[O:42])[CH2:33][CH2:32][N:31]([C:34]([O:36][C:37]([CH3:40])([CH3:39])[CH3:38])=[O:35])[CH2:30][CH2:29]2)=[C:24]([C:46]#[C:47][C:48](OCC)([O:52]CC)[O:49][CH2:50][CH3:51])[CH:23]=1.O.C1(C)C=CC(S(O)(=O)=O)=CC=1>CCO.O.CCOC(C)=O>[Cl:21][C:22]1[CH:27]=[CH:26][C:25]([C:28]2([C:41]([O:43][CH2:44][CH3:45])=[O:42])[CH2:33][CH2:32][N:31]([C:34]([O:36][C:37]([CH3:39])([CH3:40])[CH3:38])=[O:35])[CH2:30][CH2:29]2)=[C:24]([C:46]#[C:47][C:48]([O:49][CH2:50][CH3:51])=[O:52])[CH:23]=1 |f:2.3|. Procedure: In a separate round-bottomed flask, 1-bromo-4-chloro-2-(3,3,3-triethoxyprop-1-ynyl)benzene (487 mg, 1.3 μmol) and [Pd(PtBu3)Br]2 (105 mg, 135 μmol) were mixed. The reaction vessel was evacuated under vacuum and backfilled with argon. Toluene (5 mL) was added, and the mixture was heated to 50° C. for 5 minutes and then transferred by syringe to the enolate solution. The aryl bromide-Pd flask was rinsed with toluene (1 mL) and added to the reaction mixture. The resulting mixture was heated at 50° ... The reactants are C(=O)C1=CC(=C(OCC=2N=C(OC2C)C=2C=C(C#N)C=CC2)C=C1)OC (3-{4-[(4-formyl-2-methoxyphenoxy)methyl]-5-methyl-1,3-oxazol-2-yl}benzonitrile), O (water), C(C)O (ethanol), [BH4-].[Na+] (sodium borohydride). Solvent: O1CCCC1 (tetrahydrofuran). Conditions: time 1 hour. Product: OCC1=CC(=C(OCC=2N=C(OC2C)C=2C=C(C#N)C=CC2)C=C1)OC (3-{4-[(4-hydroxymethyl-2-methoxyphenoxy)methyl]-5-methyl-1,3-oxazol-2-yl}benzonitrile). Yield: 95.4%. Reaction SMILES: [CH:1]([C:3]1[CH:24]=[CH:23][C:6]([O:7][CH2:8][C:9]2[N:10]=[C:11]([C:15]3[CH:16]=[C:17]([CH:20]=[CH:21][CH:22]=3)[C:18]#[N:19])[O:12][C:13]=2[CH3:14])=[C:5]([O:25][CH3:26])[CH:4]=1)=[O:2].C(O)C.[BH4-].[Na+].O>O1CCCC1>[OH:2][CH2:1][C:3]1[CH:24]=[CH:23][C:6]([O:7][CH2:8][C:9]2[N:10]=[C:11]([C:15]3[CH:16]=[C:17]([CH:20]=[CH:21][CH:22]=3)[C:18]#[N:19])[O:12][C:13]=2[CH3:14])=[C:5]([O:25][CH3:26])[CH:4]=1 |f:2.3|. Procedure details: To a solution of 3-{4-[(4-formyl-2-methoxyphenoxy)methyl]-5-methyl-1,3-oxazol-2-yl}benzonitrile (20.0 g) in tetrahydrofuran (300 mL)-ethanol (30 mL) was gradually added sodium borohydride (1.09 g) at 0° C. After stirring at room temperature for 1 hr, water was added to the reaction mixture, and the mixture was extracted with ethyl acetate. The organic layer was washed with saturated brine, dried over anhydrous magnesium sulfate and concentrated to give 3-{4-[(4-hydroxymethyl-2-methoxyphenoxy)met...